This data is from the Open Reaction Database (ORD), a public repository of structured organic reaction records. The task is: describe an organic reaction: reactants, conditions, products, and yield Reactants: O=C1C2=C(N=C3N1C=C(C=C3)C(=O)O)C=CS2 (10-oxo-10H-pyrido[1,2-a]thieno[3,2-d]pyrimidine-7-carboxylic acid), C(=O)(N1C=NC=C1)N1C=NC=C1 (1,1'-carbonyldiimidazole), O.NC1=NN=NN1 (5-Aminotetrazole monohydrate). Solvent: CN(C=O)C (dimethylformamide). Conditions: temperature 100 celsius, time 1.5 hour. Yields the product O=C1C2=C(N=C3N1C=C(C=C3)C(=O)NC3=NN=NN3)C=CS2 (10-oxo-N-1H-tetrazol-5-yl-10H-pyrido[1,2-a]thieno[3,2-d]pyrimidine-7-carboxamide). As a reaction SMILES: [O:1]=[C:2]1[N:7]2[CH:8]=[C:9]([C:12]([OH:14])=O)[CH:10]=[CH:11][C:6]2=[N:5][C:4]2[CH:15]=[CH:16][S:17][C:3]1=2.C(N1C=CN=C1)(N1C=CN=C1)=O.O.[NH2:31][C:32]1[NH:36][N:35]=[N:34][N:33]=1>CN(C)C=O>[O:1]=[C:2]1[N:7]2[CH:8]=[C:9]([C:12]([NH:31][C:32]3[NH:36][N:35]=[N:34][N:33]=3)=[O:14])[CH:10]=[CH:11][C:6]2=[N:5][C:4]2[CH:15]=[CH:16][S:17][C:3]1=2 |f:2.3|. Procedure: A mixture of 10-oxo-10H-pyrido[1,2-a]thieno[3,2-d]pyrimidine-7-carboxylic acid (1.0 g, 0.0041 mol) and 1,1'-carbonyldiimidazole (1.35 g, 0.0082 mol) in dimethylformamide (10 ml) is heated at 95°-100° C. with stirring under nitrogen for 1.5 hours. 5-Aminotetrazole monohydrate (0.42 g, 0.0041 mol) is added and the resulting mixture is heated at 100° C. for 1-5 hours. The precipitate is filtered off, washed with tetrahydrofuran and recrystallized from dimethylformamide to give the product (0.6 g.),... Starting materials: O=C([O-])[O-], CCCI, Cn1c(=O)cc(Cl)[nH]c1=O, [K+], [K+], CN(C)C=O, O. The product is CCCn1c(Cl)cc(=O)n(C)c1=O. Reaction SMILES: [C:11](=[O:12])([O-:13])[O-:14].[CH2:17]([CH2:18][CH3:19])[I:20].[Cl:1][c:2]1[cH:3][c:4](=[O:10])[n:5]([CH3:9])[c:6](=[O:8])[nH:7]1.[K+:15].[K+:16].[O:22]=[CH:23][N:24]([CH3:25])[CH3:26].[OH2:21]>>[Cl:1][c:2]1[cH:3][c:4](=[O:10])[n:5]([CH3:9])[c:6](=[O:8])[n:7]1[CH2:17][CH2:18][CH3:19].